From a dataset of the Open Reaction Database (ORD), a public repository of structured organic reaction records. describe an organic reaction: reactants, conditions, products, and yield Starting materials: C(=O)OC(C(C=CC=CC=CC=CC=CC=CCCCCCCCCC)=O)C(C=CC=CC=CC=CC=CC=CCCCCCCCCC)=O (Didocosahexaenoylmethyl Formate), [OH-].[K+] (KOH). The solvent is CCO (EtOH). Product: C(C=CC=CC=CC=CC=CC=CCCCCCCCCC)(=O)C(O)C(C=CC=CC=CC=CC=CC=CCCCCCCCCC)=O (Didocosahexaenoyl Methanol). As a reaction SMILES: C([O:3][CH:4]([C:28](=[O:50])[CH:29]=[CH:30][CH:31]=[CH:32][CH:33]=[CH:34][CH:35]=[CH:36][CH:37]=[CH:38][CH:39]=[CH:40][CH2:41][CH2:42][CH2:43][CH2:44][CH2:45][CH2:46][CH2:47][CH2:48][CH3:49])[C:5](=[O:27])[CH:6]=[CH:7][CH:8]=[CH:9][CH:10]=[CH:11][CH:12]=[CH:13][CH:14]=[CH:15][CH:16]=[CH:17][CH2:18][CH2:19][CH2:20][CH2:21][CH2:22][CH2:23][CH2:24][CH2:25][CH3:26])=O.[OH-].[K+]>CCO>[C:28]([CH:4]([C:5](=[O:27])[CH:6]=[CH:7][CH:8]=[CH:9][CH:10]=[CH:11][CH:12]=[CH:13][CH:14]=[CH:15][CH:16]=[CH:17][CH2:18][CH2:19][CH2:20][CH2:21][CH2:22][CH2:23][CH2:24][CH2:25][CH3:26])[OH:3])(=[O:50])[CH:29]=[CH:30][CH:31]=[CH:32][CH:33]=[CH:34][CH:35]=[CH:36][CH:37]=[CH:38][CH:39]=[CH:40][CH2:41][CH2:42][CH2:43][CH2:44][CH2:45][CH2:46][CH2:47][CH2:48][CH3:49] |f:1.2|. Procedure details: The above didocosahexaenoylmethyl formate (III, 1.38 g, 2.1 mmol) and KOH (300 mg) were stirred in 90% EtOH (70 mL) at room temperature under nitrogen for 90 min. Upon completion of the reaction, most of the solvent was evaporated. The resulting mixture was treated with 60 mL of 2M HCl solution. The aqueous phase was extracted with ether (2×75 mL). The combined ether extract was washed with water (2×50 mL), brine (50 mL), and dried over anhydrous MgSO4. Evaporation of the solvent gave 1.18 g of ...